This data is from the Open Reaction Database (ORD), a public repository of structured organic reaction records. The task is: describe an organic reaction: reactants, conditions, products, and yield The reactants are C1COCCOCCOCCOCCOCCO1 (18-Crown-6), C(C)#N (acetonitrile), OC1=CC(=C2C(CC(OC2=C1)(C)C)=O)C (7-hydroxy-2,2,5-trimethyl-4-chromanone), CI (methyl iodide). Solvent: [K] (potassium). The product is COC1=CC(=C2C(CC(OC2=C1)(C)C)=O)C (7-methoxy-2,2,5-trimethyl-4-chromanone). Yield: 85.0%. RXN SMILES: [C:1](#N)C.C1OCCOCCOCCOCCOCCOC1.CI.[OH:24][C:25]1[CH:34]=[C:33]2[C:28]([C:29](=[O:37])[CH2:30][C:31]([CH3:36])([CH3:35])[O:32]2)=[C:27]([CH3:38])[CH:26]=1>[K]>[CH3:1][O:24][C:25]1[CH:34]=[C:33]2[C:28]([C:29](=[O:37])[CH2:30][C:31]([CH3:35])([CH3:36])[O:32]2)=[C:27]([CH3:38])[CH:26]=1 |^1:38|. Procedure: In 50 ml of acetonitrile 4.9 g (20 millimoles) of the potassium salt of 7-hydroxy-2,2,5-trimethyl-4-chromanone are dissolved and the solution is stirred in the presence of 0.5 g (2 millimoles) of 18-Crown-6 at room temperature for 30 minutes. To the mixture 4.25 g (1.9 ml, 30 millimoles) of methyl iodide are added and the reaction mixture is stirred for a further hour. The inorganic salt is filtered off and the solvent is removed. The residue is taken up in chloroform, washed twice with 50 ml of... Reactants: [BH4-], CC(C)(COc1ccc(C=O)cc1)C(=O)OCc1ccccc1, Cl, [Na+], C1CCOC1. Yields the product CC(C)(COc1ccc(CO)cc1)C(=O)OCc1ccccc1. As a reaction SMILES: [BH4-:24].[CH2:1]([c:2]1[cH:3][cH:4][cH:5][cH:6][cH:7]1)[O:8][C:9](=[O:10])[C:11]([CH2:12][O:13][c:14]1[cH:15][cH:16][c:17]([CH:18]=[O:19])[cH:20][cH:21]1)([CH3:22])[CH3:23].[ClH:26].[Na+:25].[O:27]1[CH2:28][CH2:29][CH2:30][CH2:31]1>>[CH2:1]([c:2]1[cH:3][cH:4][cH:5][cH:6][cH:7]1)[O:8][C:9](=[O:10])[C:11]([CH2:12][O:13][c:14]1[cH:15][cH:16][c:17]([CH2:18][OH:19])[cH:20][cH:21]1)([CH3:22])[CH3:23]. Reactants: COC1=C(C(NC=C1)=O)C#N (4-methoxy-2-oxo-1,2-dihydro-pyridine-3-carbonitrile), C1(CC1)CCOS(=O)(=O)C (Methanesulfonic acid 2-cyclopropyl-ethyl ester), C([O-])([O-])=O.[K+].[K+] (potassium carbonate). Run in C(C)#N (acetonitrile). Run at temperature 105 celsius. Yields the product C1(CC1)CCN1C(C(=C(C=C1)OC)C#N)=O (1-(2-Cyclopropyl-ethyl)-4-methoxy-2-oxo-1,2-dihydro-pyridine-3-carbonitrile). Yield: 45.8%. As a reaction SMILES: [CH3:1][O:2][C:3]1[CH:8]=[CH:7][NH:6][C:5](=[O:9])[C:4]=1[C:10]#[N:11].[CH:12]1([CH2:15][CH2:16]OS(C)(=O)=O)[CH2:14][CH2:13]1.C(=O)([O-])[O-].[K+].[K+]>C(#N)C>[CH:12]1([CH2:15][CH2:16][N:6]2[CH:7]=[CH:8][C:3]([O:2][CH3:1])=[C:4]([C:10]#[N:11])[C:5]2=[O:9])[CH2:14][CH2:13]1 |f:2.3.4|. Procedure: To a solution of 4-methoxy-2-oxo-1,2-dihydro-pyridine-3-carbonitrile (19.81 g, 131.98 mmol) in acetonitrile (520 ml) were added intermediate 1 (34.36 g, 171.57 mmol) and potassium carbonate (56.73 g, 410.3 mmol) and the mixture was heated at 105° C. for 12 hours. The mixture was cooled to room temperature and the solid was filtered off The filtrate was evaporated till dryness. The crude product was purified by column chromatography (silica gel; DCM to DCM/EtOAc up to 20% as eluent). The desired ... Starting materials: COc1cc(C#N)ccc1C1C(C(=O)OCCC#N)=C(C)Nc2c(C)c[nH]c(=O)c21, CCOC(OCC)OCC, O=S(=O)(O)O. Product: CCOc1ncc(C)c2c1C(c1ccc(C#N)cc1OC)C(C(=O)OCCC#N)=C(C)N2. Reaction SMILES: [C:1](#[N:2])[c:3]1[cH:4][c:5]([O:29][CH3:30])[c:6]([CH:9]2[C:10]([C:22](=[O:23])[O:24][CH2:25][CH2:26][C:27]#[N:28])=[C:11]([CH3:21])[NH:12][c:13]3[c:14]([CH3:20])[cH:15][nH:16][c:17](=[O:19])[c:18]32)[cH:7][cH:8]1.[CH:36]([O:37][CH2:40][CH3:41])([O:42][CH2:43][CH3:44])[O:45][CH2:38][CH3:39].[S:31](=[O:32])(=[O:33])([OH:34])[OH:35]>>[C:1](#[N:2])[c:3]1[cH:4][c:5]([O:29][CH3:30])[c:6]([CH:9]2[C:10]([C:22](=[O:23])[O:24][CH2:25][CH2:26][C:27]#[N:28])=[C:11]([CH3:21])[NH:12][c:13]3[c:14]([CH3:20])[cH:15][n:16][c:17]([O:19][CH2:38][CH3:39])[c:18]32)[cH:7][cH:8]1. Starting materials: Cl (hydrogen chloride), C(C)(=O)NC(C(=O)OC)=CC1=C(C=C(C=C1)C#N)OCCNC(=O)OC(C)(C)C (methyl 2-acetamido-3-[2-(2-t-butoxycarbonylamino-ethoxy)-4-cyanophenyl]-acrylate). The solvent is O1CCOCC1 (dioxane), O1CCOCC1 (dioxane). Product: Cl.C(C)(=O)NC(C(=O)OC)=CC1=C(C=C(C=C1)C#N)OCCN (Methyl 2-acetamido-3-[2-(2-aminoethoxy)-4-cyanophenyl]acrylate hydrochloride). Reaction SMILES: [C:1]([NH:4][C:5](=[CH:10][C:11]1[CH:16]=[CH:15][C:14]([C:17]#[N:18])=[CH:13][C:12]=1[O:19][CH2:20][CH2:21][NH:22]C(OC(C)(C)C)=O)[C:6]([O:8][CH3:9])=[O:7])(=[O:3])[CH3:2].[ClH:30]>O1CCOCC1>[ClH:30].[C:1]([NH:4][C:5](=[CH:10][C:11]1[CH:16]=[CH:15][C:14]([C:17]#[N:18])=[CH:13][C:12]=1[O:19][CH2:20][CH2:21][NH2:22])[C:6]([O:8][CH3:9])=[O:7])(=[O:3])[CH3:2] |f:3.4|. Reported procedure: 30 ml of dioxane was added to 7.75 g (19.2 mmol) of methyl 2-acetamido-3-[2-(2-t-butoxycarbonylamino-ethoxy)-4-cyanophenyl]-acrylate, and they were stirred. 80 ml of dioxane containing 4 M of hydrogen chloride was added to the obtained mixture, and they were stirred at room temperature for 1 hour. The solvent was evaporated, and the residue was suspended in ethyl acetate. The title compound was obtained by the filtration.